From a dataset of the Open Reaction Database (ORD), a public repository of structured organic reaction records. describe an organic reaction: reactants, conditions, products, and yield Procedure details: Compound 4 (150 mg, 0.50 mmol) and p-toluenesulfonic acid monohydrate (15.2 mg, 0.080 mmol) were heated in dodecan-1-ol (3.7 g, 20 mmol) at 200° C. under nitrogen overnight. Upon cooling down to room temperature, the solvent was removed under vacuum and the residual was purified with silica gel column and eluted with CHCl3/hexane (1:4 and then 2:3) to give compound BB1 as a white solid (110 mg, about 36% yield). 1H NMR (500 MHz, CDCl3): δ 7.56 (d, J=5.0 Hz, 2H), 7.42 (d, J=5.0 Hz, 2H), 7.41 (s, ... Reaction SMILES: [CH3:1][O:2][C:3]1[C:18]2[C:14]3[S:15][CH:16]=[CH:17][C:13]=3[CH:12]=[C:11]([O:19][CH3:20])[C:10]=2[C:6]2[S:7][CH:8]=[CH:9][C:5]=2[CH:4]=1.O.[C:22]1([CH3:32])[CH:27]=[CH:26][C:25](S(O)(=O)=O)=[CH:24][CH:23]=1.C(O)[CH2:34][CH2:35][CH2:36][CH2:37][CH2:38][CH2:39][CH2:40][CH2:41][CH2:42][CH2:43][CH3:44]>>[CH2:20]([O:19][C:11]1[C:10]2[C:6]3[S:7][CH:8]=[CH:9][C:5]=3[CH:4]=[C:3]([O:2][CH2:1][CH2:18][CH2:3][CH2:4][CH2:5][CH2:23][CH2:24][CH2:25][CH2:26][CH2:27][CH2:22][CH3:32])[C:18]=2[C:14]2[S:15][CH:16]=[CH:17][C:13]=2[CH:12]=1)[CH2:44][CH2:43][CH2:42][CH2:41][CH2:40][CH2:39][CH2:38][CH2:37][CH2:36][CH2:35][CH3:34] |f:1.2|. Product: C(CCCCCCCCCCC)OC1=CC2=C(SC=C2)C=2C(=CC3=C(SC=C3)C12)OCCCCCCCCCCCC (4,9-bis(dodecyloxy)naphtho[1,2-b:5,6-b′]dithiophene). Starting materials: COC1=CC2=C(SC=C2)C=2C(=CC3=C(SC=C3)C12)OC (4,9-dimethoxynaphtho[1,2-b:5,6-b′]dithiophene), O.C1(=CC=C(C=C1)S(=O)(=O)O)C (p-toluenesulfonic acid monohydrate), C(CCCCCCCCCCC)O (dodecan-1-ol). Isolated yield 225.8%.